This data is from the Open Reaction Database (ORD), a public repository of structured organic reaction records. The task is: describe an organic reaction: reactants, conditions, products, and yield Reactants: ClC(Cl)Cl, O=[N+]([O-])c1cccc(-c2nccs2)c1, CN(C)C=O, O=S(=O)(Cl)Cl. The product is O=[N+]([O-])c1cccc(-c2ncc(Cl)s2)c1. As a reaction SMILES: [CH:25]([Cl:26])([Cl:27])[Cl:28].[N+:1](=[O:2])([O-:3])[c:4]1[cH:5][c:6](-[c:10]2[s:11][cH:12][cH:13][n:14]2)[cH:7][cH:8][cH:9]1.[O:15]=[CH:16][N:17]([CH3:18])[CH3:19].[S:20]([Cl:21])(=[O:22])([Cl:23])=[O:24]>>[N+:1](=[O:2])([O-:3])[c:4]1[cH:5][c:6](-[c:10]2[s:11][c:12]([Cl:23])[cH:13][n:14]2)[cH:7][cH:8][cH:9]1. Reactants: C1(=CC=CC=C1)COCCNC(CNCC1=CC=C(C=C1)OCC1=CC=CC=C1)=O (N-[2-(phenylmethoxy)ethyl]-N2 -[[4-(phenylmethoxy)phenyl]methyl]glycinamide), C(=O)(OCC1=CC=CC=C1)N[C@@H](CC1=CNC=N1)C(=O)O (CBZ-histidine), C(=O)(OCC1=CC=CC=C1)N[C@H](CC1=CNC=N1)C(=O)O (CBZ-D-histidine). Product: C1(=CC=CC=C1)COC(=O)N[C@@H](CC1=CNC=N1)C(=O)N(CC(=O)NCCCC1=CC=CC=C1)CC1=CC=C(C=C1)C1=CC=CC=C1 (N-[(Phenylmethoxy)carbonyl]-L-histidyl-N2 -[(1,1'-biphenyl)-4-ylmethyl]-N-[2-(phenylmethyl)ethyl]glycinamide). As a reaction SMILES: C1(CO[CH2:9][CH2:10][NH:11][C:12](=[O:30])[CH2:13][NH:14][CH2:15][C:16]2[CH:21]=[CH:20][C:19](OCC3C=CC=CC=3)=[CH:18][CH:17]=2)C=CC=CC=1.[C:31]([NH:41][C@H:42]([C:49]([OH:51])=O)[CH2:43][C:44]1[N:48]=[CH:47][NH:46][CH:45]=1)([O:33][CH2:34][C:35]1[CH:40]=[CH:39][CH:38]=[CH:37][CH:36]=1)=[O:32].C(N[C@@H](C(O)=O)CC1N=CNC=1)(O[CH2:55][C:56]1[CH:61]=[CH:60][CH:59]=[CH:58][CH:57]=1)=O>>[C:35]1([CH2:34][O:33][C:31]([NH:41][C@H:42]([C:49]([N:14]([CH2:15][C:16]2[CH:17]=[CH:18][C:19]([C:16]3[CH:21]=[CH:20][CH:19]=[CH:18][CH:17]=3)=[CH:20][CH:21]=2)[CH2:13][C:12]([NH:11][CH2:10][CH2:9][CH2:55][C:56]2[CH:57]=[CH:58][CH:59]=[CH:60][CH:61]=2)=[O:30])=[O:51])[CH2:43][C:44]2[N:48]=[CH:47][NH:46][CH:45]=2)=[O:32])[CH:36]=[CH:37][CH:38]=[CH:39][CH:40]=1. Procedure details: According to Example 10, Step 4, by substituting the compound from Step 1 above for N-[2-(phenylmethoxy)ethyl]-N2 -[[4-(phenylmethoxy)phenyl]methyl]glycinamide and CBZ-histidine for CBZ-D-histidine, the title compound was obtained as a white foam; ES-MS 646 (m+1).